From a dataset of the Open Reaction Database (ORD), a public repository of structured organic reaction records. describe an organic reaction: reactants, conditions, products, and yield Reactants: FC(F)(F)c1cnc(-c2cc(CBr)nc3ncnn23)c(Cl)c1, Cl, [H-], [Na+], C1CCOC1, OCC(F)(F)F. Yields the product FC(F)(F)COCc1cc(-c2ncc(C(F)(F)F)cc2Cl)n2ncnc2n1. As a reaction SMILES: [Br:9][CH2:10][c:11]1[n:12][c:13]2[n:14]([c:15](-[c:17]3[n:18][cH:19][c:20]([C:24]([F:25])([F:26])[F:27])[cH:21][c:22]3[Cl:23])[cH:16]1)[n:28][cH:29][n:30]2.[ClH:31].[H-:7].[Na+:8].[O:32]1[CH2:33][CH2:34][CH2:35][CH2:36]1.[OH:1][CH2:2][C:3]([F:4])([F:5])[F:6]>>[O:1]([CH2:2][C:3]([F:4])([F:5])[F:6])[CH2:10][c:11]1[n:12][c:13]2[n:14]([c:15](-[c:17]3[n:18][cH:19][c:20]([C:24]([F:25])([F:26])[F:27])[cH:21][c:22]3[Cl:23])[cH:16]1)[n:28][cH:29][n:30]2. Reactants: FC=1C=C(C=CC1C(NC(CO)(C)C)=O)C1=CC=2N(C=C1)C(=CN2)C(=O)NC2=C(C=CC(=C2)C(NC(CO)(C)C)=O)F (7-(3-Fluoro-4-(1-hydroxy-2-methylpropan-2-ylcarbamoyl)phenyl)-N-(2-fluoro-5-(1-hydroxy-2-methylpropan-2-ylcarbamoyl)phenyl)imidazo[1,2-a]pyridine-3-carboxamide), [OH-].[Na+] (sodium hydroxide), Cl (HCl). The solvent is COCCOC (1,2-dimethoxyethane), O (water). Reaction conditions: temperature 60 celsius. Product: FC1=C(C=C(C(=O)O)C=C1)NC(=O)C1=CN=C2N1C=CC(=C2)C2=CC(=C(C=C2)C(NC(CO)(C)C)=O)F (4-Fluoro-3-(7-(3-fluoro-4-(1-hydroxy-2-methylpropan-2-ylcarbamoyl)phenyl)imidazo[1,2-a]pyridine-3-carboxamido)benzoic Acid). As a reaction SMILES: [F:1][C:2]1[CH:3]=[C:4]([C:16]2[CH:21]=[CH:20][N:19]3[C:22]([C:25]([NH:27][C:28]4[CH:33]=[C:32]([C:34](=[O:41])NC(C)(C)CO)[CH:31]=[CH:30][C:29]=4[F:42])=[O:26])=[CH:23][N:24]=[C:18]3[CH:17]=2)[CH:5]=[CH:6][C:7]=1[C:8](=[O:15])[NH:9][C:10]([CH3:14])([CH3:13])[CH2:11][OH:12].[OH-:43].[Na+].Cl>COCCOC.O>[F:42][C:29]1[CH:30]=[CH:31][C:32]([C:34]([OH:43])=[O:41])=[CH:33][C:28]=1[NH:27][C:25]([C:22]1[N:19]2[CH:20]=[CH:21][C:16]([C:4]3[CH:5]=[CH:6][C:7]([C:8](=[O:15])[NH:9][C:10]([CH3:14])([CH3:13])[CH2:11][OH:12])=[C:2]([F:1])[CH:3]=3)=[CH:17][C:18]2=[N:24][CH:23]=1)=[O:26] |f:1.2|. Procedure details: 7-(3-Fluoro-4-(1-hydroxy-2-methylpropan-2-ylcarbamoyl)phenyl)-N-(2-fluoro-5-(1-hydroxy-2-methylpropan-2-ylcarbamoyl)phenyl)imidazo[1,2-a]pyridine-3-carboxamide (step 1) (590 mg, 1.129 mmol) in 1,2-dimethoxyethane (10 ml) and water (10.00 ml) was treated with sodium hydroxide (181 mg, 4.52 mmol) and warmed to 60° C. for 1 hr. After cooling to RT, the pH of the mixture was adjusted to pH5 using 2M HCl (2.2 ml). The solvent was removed in vacuo and the resulting crude product was triturated with wa... Reactants: ClC1=CC=NC2=C(C=CC=C12)NC(C1=C(C=CC=C1Cl)Cl)=O (4-chloro-8-(2,6-dichlorobenzoylamino)quinoline), [N-]=[N+]=[N-].[Na+] (sodium azide). Solvent: O (water), CS(=O)C (dimethyl sulfoxide). Run at temperature 90 celsius, time 8 hour. The product is N(=[N+]=[N-])C1=CC=NC2=C(C=CC=C12)NC(C1=C(C=CC=C1Cl)Cl)=O (4-azido-8-(2,6-dichlorobenzoylamino)quinoline). Yield: 83.4%. As a reaction SMILES: Cl[C:2]1[C:11]2[C:6](=[C:7]([NH:12][C:13](=[O:22])[C:14]3[C:19]([Cl:20])=[CH:18][CH:17]=[CH:16][C:15]=3[Cl:21])[CH:8]=[CH:9][CH:10]=2)[N:5]=[CH:4][CH:3]=1.[N-:23]=[N+:24]=[N-:25].[Na+]>CS(C)=O.O>[N:23]([C:2]1[C:11]2[C:6](=[C:7]([NH:12][C:13](=[O:22])[C:14]3[C:19]([Cl:20])=[CH:18][CH:17]=[CH:16][C:15]=3[Cl:21])[CH:8]=[CH:9][CH:10]=2)[N:5]=[CH:4][CH:3]=1)=[N+:24]=[N-:25] |f:1.2|. Reported procedure: To a solution of 4-chloro-8-(2,6-dichlorobenzoylamino)quinoline (659 mg) in dimethyl sulfoxide (10 ml) was added sodium azide (487 mg), and the mixture was stirred at 90° C. for 8 hours. The mixture was diluted with water (20 ml), and the precipitate was filtered and washed with water to give 4-azido-8-(2,6-dichlorobenzoylamino)quinoline (560 mg) as white solid. The reactants are CCOC(OCC)OCC, Nc1ccc(Cl)c(C(=O)NCC23CC4CC(CC(C4)C2)C3)c1. The product is CNc1ccc(Cl)c(C(=O)NCC23CC4CC(CC(C4)C2)C3)c1. As a reaction SMILES: [CH2:23]([O:24][CH:25]([O:26][CH2:27][CH3:28])[O:29][CH2:30][CH3:31])[CH3:32].[NH2:1][c:2]1[cH:3][cH:4][c:5]([Cl:22])[c:6]([C:7](=[O:8])[NH:9][CH2:10][C:11]23[CH2:12][CH:13]4[CH2:14][CH:15]([CH2:16][CH:17]([CH2:18]2)[CH2:19]4)[CH2:20]3)[cH:21]1>>[NH:1]([c:2]1[cH:3][cH:4][c:5]([Cl:22])[c:6]([C:7](=[O:8])[NH:9][CH2:10][C:11]23[CH2:12][CH:13]4[CH2:14][CH:15]([CH2:16][CH:17]([CH2:18]2)[CH2:19]4)[CH2:20]3)[cH:21]1)[CH3:23]. Starting materials: resultant mixture, C(C1=CC=CC=C1)OC1=CC(=C(/C=C/N2CCCC2)C=C1OCC1=CC=CC=C1)[N+](=O)[O-] (trans-4,5-dibenzyloxy-β-pyrrolidino-2-nitrostyrene), [H][H] (hydrogen), OC=1C=C(C=CC1O)C (3,4-dihydroxytoluene), C(C)(=O)OC(C)=O (acetic anhydride), CN(C)C1=NC=CC=C1 (dimethylaminopyridine). The reagents and catalysts are [Pd] (Pd/C). Run in C(C)(=O)OCC (ethyl acetate), C(C)(=O)OCC (ethyl acetate), C(C)N(CC)CC (triethylamine). Yields the product C(C)(=O)OC=1C=C2C=CNC2=CC1OC(C)=O (5,6-diacetoxyindole). As a reaction SMILES: [CH2:1]([O:8]C1C(OCC2C=CC=CC=2)=CC(/C=C/N2CCCC2)=C([N+]([O-])=O)C=1)[C:2]1C=CC=CC=1.[OH:33][C:34]1[CH:35]=[C:36]([CH3:41])[CH:37]=[CH:38][C:39]=1[OH:40].[C:42]([O:45]C(=O)C)(=O)[CH3:43].[CH3:49][N:50](C1C=CC=CN=1)C.[H][H]>[Pd].C(OCC)(=O)C.C(N(CC)CC)C>[C:1]([O:33][C:34]1[CH:35]=[C:36]2[C:37](=[CH:38][C:39]=1[O:40][C:42](=[O:45])[CH3:43])[NH:50][CH:49]=[CH:41]2)(=[O:8])[CH3:2]. Procedure details: A suspension of 17.2 g of trans-4,5-dibenzyloxy-β-pyrrolidino-2-nitrostyrene (prepared from 3,4-dihydroxytoluene by a modified procedure of U.S. Pat. No. 3,732,245) and 3.4 g of 10% Pd/C catalyst in 200 ml ethyl acetate was shaken at room temperature, under hydrogen atmosphere and at 50 psi, for 5 hours. To this reaction mixture was added a solution of ethyl acetate (100 ml) containing acetic anhydride (24 ml), triethylamine (20 ml) and dimethylaminopyridine (800 mg) which was previously saturat...